From a dataset of the Open Reaction Database (ORD), a public repository of structured organic reaction records. describe an organic reaction: reactants, conditions, products, and yield Reactants: C(C1=CC=CC=C1)OC(=O)CN1CCNCCCN(CCNCCC1)CC(=O)OCC1=CC=CC=C1 (1,8-bis-(benzyloxycarbonylmethyl)-1,4,8,11-tetraazacyclotetradecane), [N+](=O)([O-])C1=CC=C(CCBr)C=C1 (4-nitrophenethyl bromide), C(=O)([O-])[O-].[K+].[K+] (K2CO3). Run in C1(=CC=CC=C1)C (toluene). Yields the product C(C1=CC=CC=C1)OC(=O)CN1CCN(CCCN(CCNCCC1)CC(=O)OCC1=CC=CC=C1)CCC1=CC=C(C=C1)[N+](=O)[O-] (1,8-bis-(benzyloxycarbonylmethyl)-4-(4′-nitrophenethyl)-1,4,8,11-tetraazacyclotetradecane). Yield: 70.0%. Reaction SMILES: [CH2:1]([O:8][C:9]([CH2:11][N:12]1[CH2:25][CH2:24][CH2:23][NH:22][CH2:21][CH2:20][N:19]([CH2:26][C:27]([O:29][CH2:30][C:31]2[CH:36]=[CH:35][CH:34]=[CH:33][CH:32]=2)=[O:28])[CH2:18][CH2:17][CH2:16][NH:15][CH2:14][CH2:13]1)=[O:10])[C:2]1[CH:7]=[CH:6][CH:5]=[CH:4][CH:3]=1.[N+:37]([C:40]1[CH:48]=[CH:47][C:43]([CH2:44][CH2:45]Br)=[CH:42][CH:41]=1)([O-:39])=[O:38].C([O-])([O-])=O.[K+].[K+]>C1(C)C=CC=CC=1>[CH2:1]([O:8][C:9]([CH2:11][N:12]1[CH2:25][CH2:24][CH2:23][NH:22][CH2:21][CH2:20][N:19]([CH2:26][C:27]([O:29][CH2:30][C:31]2[CH:36]=[CH:35][CH:34]=[CH:33][CH:32]=2)=[O:28])[CH2:18][CH2:17][CH2:16][N:15]([CH2:45][CH2:44][C:43]2[CH:42]=[CH:41][C:40]([N+:37]([O-:39])=[O:38])=[CH:48][CH:47]=2)[CH2:14][CH2:13]1)=[O:10])[C:2]1[CH:7]=[CH:6][CH:5]=[CH:4][CH:3]=1 |f:2.3.4|. Procedure: A solution of compound (4) (1.19 g, 2.39 mmol), 4-nitrophenethyl bromide (1.09 g, 4.78 mmol), anhydrous K2CO3 (0.99 g, 7.17 mmol) and KI (1.19 g, 7.17 mmol) dissolved in dry toluene (150 ml) was stirred under reflux for 24 hours. The solvent was evaporated from the reaction mixture under reduced pressure, and CH2Cl2 (250 ml) was added thereto. The resultant brown slurry was filtered through a celite pad, and washed with CH2Cl2 (2×30 ml). The solvent was evaporated from the combined filtrate unde... Reactants: BrC=1NC(=C(N1)Cl)Cl (2-bromo-4,5-dichloroimidazole), [H-].[Na+] (sodium hydride), O (water), COCCl (methoxymethyl chloride). The solvent is CN(C=O)C (dimethylformamide). Reaction conditions: time 30 minute. The product is COCN1C(=NC(=C1Cl)Cl)Br (1-methoxymethyl-2-bromo-4,5-dichloroimidazole). Yield: 38.7%. Reaction SMILES: [Br:1][C:2]1[NH:3][C:4]([Cl:8])=[C:5]([Cl:7])[N:6]=1.[H-].[Na+].[CH3:11][O:12][CH2:13]Cl.O>CN(C)C=O>[CH3:11][O:12][CH2:13][N:3]1[C:4]([Cl:8])=[C:5]([Cl:7])[N:6]=[C:2]1[Br:1] |f:1.2|. Procedure: To a solution of 0.86 g of 2-bromo-4,5-dichloroimidazole in 5 ml of dimethylformamide was added 96 mg of sodium hydride at room temperature, and after standing for 30 minutes, 0.32 g of methoxymethyl chloride was added dropwise. The resulting mixture was stirred at room temperature for 1 hour, and after adding 40 ml of water, extracted with 30 ml of diethyl ether. Extraction with diethyl ether was repeated two more times, and the ether extract was dried over magnesium sulfate and concentrated to... Starting materials: COC1=C2C(=NNC2=CC=C1C(=O)N)\C=C\C1=CC=CC=C1 (4-methoxy-3-(E)-styryl-1H-indazole-5-carboxylic acid amide), [OH-].[Li+] (lithium hydroxide), Cl (hydrochloric acid). Reaction conditions: temperature 110 celsius, time 4 hour. Yields the product COC1=C2C(=NNC2=CC=C1C(=O)O)\C=C\C1=CC=CC=C1 (4-methoxy-3-(E)-styryl-1H-indazole-5-carboxylic acid). RXN SMILES: [CH3:1][O:2][C:3]1[C:11]([C:12](N)=[O:13])=[CH:10][CH:9]=[C:8]2[C:4]=1[C:5](/[CH:15]=[CH:16]/[C:17]1[CH:22]=[CH:21][CH:20]=[CH:19][CH:18]=1)=[N:6][NH:7]2.[OH-:23].[Li+].Cl>>[CH3:1][O:2][C:3]1[C:11]([C:12]([OH:23])=[O:13])=[CH:10][CH:9]=[C:8]2[C:4]=1[C:5](/[CH:15]=[CH:16]/[C:17]1[CH:22]=[CH:21][CH:20]=[CH:19][CH:18]=1)=[N:6][NH:7]2 |f:1.2|. Procedure details: 22 mg of 4-methoxy-3-(E)-styryl-1H-indazole-5-carboxylic acid amide was added to 3 mL of 4N lithium hydroxide aqueous solution, and stirred at 110° C. for 4 hours. After cooling on ice, the reaction solution was neutralized with 2N hydrochloric acid under ice cooling, and the precipitated crystals were collected by filtration and washed with water. This was then dried under reduced pressure, to afford 20 mg of the title compound as brown crude crystals. The reactants are Cl, COC(=O)COc1ccc([N+](=O)[O-])cc1. Product: O=C(O)COc1ccc([N+](=O)[O-])cc1. As a reaction SMILES: [ClH:16].[N+:1](=[O:2])([O-:3])[c:4]1[cH:5][cH:6][c:7]([O:8][CH2:9][C:10](=[O:11])[O:12][CH3:13])[cH:14][cH:15]1>>[N+:1](=[O:2])([O-:3])[c:4]1[cH:5][cH:6][c:7]([O:8][CH2:9][C:10](=[O:11])[OH:12])[cH:14][cH:15]1. Reactants: CC(C)(C)OC(=O)NC(C(=O)N1CCOCC1)c1ccccc1, ClCCl, O=C(O)C(F)(F)F, [Na+], O=C([O-])O. The product is NC(C(=O)N1CCOCC1)c1ccccc1. Reaction SMILES: [C:1]([O:2][C:3](=[O:4])[NH:7][CH:8]([C:9](=[O:10])[N:11]1[CH2:12][CH2:13][O:14][CH2:15][CH2:16]1)[c:17]1[cH:18][cH:19][cH:20][cH:21][cH:22]1)([CH3:5])([CH3:6])[CH3:23].[Cl:36][CH2:37][Cl:38].[F:24][C:25]([F:26])([F:27])[C:28]([OH:29])=[O:30].[Na+:35].[O-:31][C:32]([OH:33])=[O:34]>>[NH2:7][CH:8]([C:9](=[O:10])[N:11]1[CH2:12][CH2:13][O:14][CH2:15][CH2:16]1)[c:17]1[cH:18][cH:19][cH:20][cH:21][cH:22]1. Run in C(C)N(CC)CC (triethylamine). Reported procedure: A mixture of 2.5g 4-chloromethyl-1-(3,4-dimethoxybenzyl-6,7-dimethoxyisoquinoline 2-oxide, 35 ml dimethylformamide, 1.8 triethylamine and 1.29 g 1-(2-methoxyphenyl)piperazine was stirred and heated under nitrogen at 50° for 7 hours. After evaporation of the solvent, the residue was partitioned between methylene chloride and water. The methylene chloride solution was washed with water and dried. After removal of the solvent in vacuo, the residue (3.5 g) was crystallized from methylene chloride/et... Starting materials: COC=1C=C(CC2=[N+](C=CC3=CC(=C(C=C23)OC)OC)[O-])C=CC1OC (3,4-dimethoxybenzyl-6,7-dimethoxyisoquinoline 2-oxide), CN(C=O)C (dimethylformamide), COC1=C(C=CC=C1)N1CCNCC1 (1-(2-methoxyphenyl)piperazine). Reaction SMILES: COC1C=C(C=CC=1OC)C[C:7]1[C:16]2[C:11](=[CH:12][C:13](OC)=[C:14](OC)[CH:15]=2)[CH:10]=[CH:9][N+:8]=1[O-:21].CN(C)C=O.COC1C=CC=CC=1N1CCNCC1>C(N(CC)CC)C>[CH:7]1[C:16]2[C:11](=[CH:12][CH:13]=[CH:14][CH:15]=2)[CH:10]=[CH:9][N+:8]=1[O-:21]. Yields the product C1=[N+](C=CC2=CC=CC=C12)[O-] (isoquinoline 2-oxide). The reactants are B, COC(=O)c1cccc(NC=O)c1SCc1ccccc1, CSC, CO, ClC(Cl)Cl. Product: CNc1cccc(C(=O)OC)c1SCc1ccccc1. Reaction SMILES: [BH3:4].[CH2:5]([c:6]1[cH:7][cH:8][cH:9][cH:10][cH:11]1)[S:12][c:13]1[c:14]([C:15](=[O:16])[O:17][CH3:18])[cH:19][cH:20][cH:21][c:22]1[NH:23][CH:24]=[O:25].[CH3:1][S:2][CH3:3].[CH3:26][OH:27].[Cl:28][CH:29]([Cl:30])[Cl:31]>>[CH2:5]([c:6]1[cH:7][cH:8][cH:9][cH:10][cH:11]1)[S:12][c:13]1[c:14]([C:15](=[O:16])[O:17][CH3:18])[cH:19][cH:20][cH:21][c:22]1[NH:23][CH3:24].